Task: describe an organic reaction: reactants, conditions, products, and yield. Dataset: the Open Reaction Database (ORD), a public repository of structured organic reaction records Starting materials: C[C@@]1(NC(OC1)=O)C1=CC2=CC=C(C=C2C=C1)O[C@@H]1CC[C@@H](CC1)C(F)(F)F ((R)-4-Methyl-4-[6-(cis-4-trifluoromethyl-cyclohexyloxy)-naphthalen-2-yl]-oxazolidin-2-one), [OH-].[Li+] (lithium hydroxide), C(C)O (ethanol). The product is N[C@](CO)(C)C1=CC2=CC=C(C=C2C=C1)O[C@@H]1CC[C@@H](CC1)C(F)(F)F ((R)-2-Amino-2-[6-(cis-4-trifluoromethyl-cyclohexyloxy)-naphthalen-2-yl]-propan-1-ol). RXN SMILES: [CH3:1][C@@:2]1([C:8]2[CH:17]=[CH:16][C:15]3[C:10](=[CH:11][CH:12]=[C:13]([O:18][C@H:19]4[CH2:24][CH2:23][C@@H:22]([C:25]([F:28])([F:27])[F:26])[CH2:21][CH2:20]4)[CH:14]=3)[CH:9]=2)[CH2:6][O:5]C(=O)[NH:3]1.[OH-].[Li+].C(O)C>>[NH2:3][C@@:2]([C:8]1[CH:17]=[CH:16][C:15]2[C:10](=[CH:11][CH:12]=[C:13]([O:18][C@H:19]3[CH2:24][CH2:23][C@@H:22]([C:25]([F:26])([F:27])[F:28])[CH2:21][CH2:20]3)[CH:14]=2)[CH:9]=1)([CH3:1])[CH2:6][OH:5] |f:1.2|. Procedure: The mixture of (R)-4-Methyl-4-[6-(cis-4-trifluoromethyl-cyclohexyloxy)-naphthalen-2-yl]-oxazolidin-2-one (30.6 mg, 0.0000778 mol) and 4.20 M aqueous lithium hydroxide (0.300 mL, 0.00126 mol) and ethanol (0.900 mL, 0.0154 mol) was heated to reflux for 4.5 h. The reaction was evaporated to remove organics. The aqueous phase was extracted with methylene chloride, and the organics were evaporated. The residue was purified by silica gel chromatography using 0-100% methanol in methylene chloride to yi... Starting materials: O=C([O-])[O-], CCOC(=O)c1cnn(-c2cncc(C(F)(F)F)n2)c1, [K+], [K+], CN(C)C=O, O. The product is O=C(O)c1cnn(-c2cncc(C(F)(F)F)n2)c1. As a reaction SMILES: [C:21](=[O:22])([O-:23])[O-:24].[F:1][C:2]([c:3]1[cH:4][n:5][cH:6][c:7](-[n:9]2[n:10][cH:11][c:12]([C:14](=[O:15])[O:16][CH2:17][CH3:18])[cH:13]2)[n:8]1)([F:19])[F:20].[K+:25].[K+:26].[O:27]=[CH:28][N:29]([CH3:30])[CH3:31].[OH2:32]>>[F:1][C:2]([c:3]1[cH:4][n:5][cH:6][c:7](-[n:9]2[n:10][cH:11][c:12]([C:14](=[O:15])[OH:16])[cH:13]2)[n:8]1)([F:19])[F:20].